This data is from the Open Reaction Database (ORD), a public repository of structured organic reaction records. The task is: describe an organic reaction: reactants, conditions, products, and yield The reactants are CCN1CCNCC1, COc1ccc(CN(Cc2ccc(OC)cc2)c2ncc(-c3nc(N4CCOCC4)nc4c3CCN4c3cc(C=O)ccc3F)cn2)cc1. The product is CCN1CCN(Cc2ccc(F)c(N3CCc4c(-c5cnc(N(Cc6ccc(OC)cc6)Cc6ccc(OC)cc6)nc5)nc(N5CCOCC5)nc43)c2)CC1. As a reaction SMILES: [CH2:50]([CH3:51])[N:52]1[CH2:53][CH2:54][NH:55][CH2:56][CH2:57]1.[CH3:1][O:2][c:3]1[cH:4][cH:5][c:6]([CH2:7][N:8]([c:9]2[n:10][cH:11][c:12](-[c:15]3[c:16]4[c:17]([n:18][c:19]([N:21]5[CH2:22][CH2:23][O:24][CH2:25][CH2:26]5)[n:20]3)[N:27]([c:30]3[cH:31][c:32]([CH:33]=[O:34])[cH:35][cH:36][c:37]3[F:38])[CH2:28][CH2:29]4)[cH:13][n:14]2)[CH2:39][c:40]2[cH:41][cH:42][c:43]([O:46][CH3:47])[cH:44][cH:45]2)[cH:48][cH:49]1>>[CH3:1][O:2][c:3]1[cH:4][cH:5][c:6]([CH2:7][N:8]([c:9]2[n:10][cH:11][c:12](-[c:15]3[c:16]4[c:17]([n:18][c:19]([N:21]5[CH2:22][CH2:23][O:24][CH2:25][CH2:26]5)[n:20]3)[N:27]([c:30]3[cH:31][c:32]([CH2:33][N:55]5[CH2:54][CH2:53][N:52]([CH2:50][CH3:51])[CH2:57][CH2:56]5)[cH:35][cH:36][c:37]3[F:38])[CH2:28][CH2:29]4)[cH:13][n:14]2)[CH2:39][c:40]2[cH:41][cH:42][c:43]([O:46][CH3:47])[cH:44][cH:45]2)[cH:48][cH:49]1. The reactants are [H][H] (hydrogen), COC1=C(C=C(C(=C1)[N+](=O)[O-])[N+](=O)[O-])OC (1,2-dimethoxy-4,5-dinitrobenzene), CO (methanol). Solvent: O (water). Yields the product C(C1=CC=CC=C1)OC1=C(C=C(C(=C1)OC)OC)[N+](=O)[O-] (2-benzyloxy-4,5-dimethoxy-nitrobenzene). Reaction SMILES: [H][H].[CH3:3][O:4][C:5]1[CH:10]=[C:9]([N+:11]([O-:13])=[O:12])[C:8]([N+]([O-])=O)=[CH:7][C:6]=1[O:17][CH3:18].[CH3:19][OH:20]>O>[CH2:19]([O:20][C:8]1[CH:7]=[C:6]([O:17][CH3:18])[C:5]([O:4][CH3:3])=[CH:10][C:9]=1[N+:11]([O-:13])=[O:12])[C:5]1[CH:10]=[CH:9][CH:8]=[CH:7][CH:6]=1. Procedure: When the formation of hydrogen had ceased (in about 30 min) 456 g (2 mole) of 1,2-dimethoxy-4,5-dinitrobenzene were added and the reaction mixture was refluxed for 2 h. To the solution, 4 l of methanol and 300 ml of water were added. Upon cooling in ice a precipitate was formed which was filtered off and dried. Yield: 369 g (64%); melting point: 141° C. Reactants: CC1=C(COC=2C(=C(C(=O)OCC)C=CC2)C)C(=CC=C1)C (Ethyl 3-(2,6-dimethylbenzyloxy)-2-methylbenzoate), [H-].[H-].[H-].[H-].[Li+].[Al+3] (LiAlH4). Run in C1CCOC1 (THF). Run at time 4 hour. Yields the product CC1=C(COC=2C(=C(C=CC2)CO)C)C(=CC=C1)C ((3-(2,6-dimethylbenzyloxy)-2-methylphenyl)methanol). Reaction SMILES: [CH3:1][C:2]1[CH:21]=[CH:20][CH:19]=[C:18]([CH3:22])[C:3]=1[CH2:4][O:5][C:6]1[C:7]([CH3:17])=[C:8]([CH:14]=[CH:15][CH:16]=1)[C:9](OCC)=[O:10].[H-].[H-].[H-].[H-].[Li+].[Al+3]>C1COCC1>[CH3:1][C:2]1[CH:21]=[CH:20][CH:19]=[C:18]([CH3:22])[C:3]=1[CH2:4][O:5][C:6]1[C:7]([CH3:17])=[C:8]([CH2:9][OH:10])[CH:14]=[CH:15][CH:16]=1 |f:1.2.3.4.5.6|. Reported procedure: To a solution of Ethyl 3-(2,6-dimethylbenzyloxy)-2-methylbenzoate (Step B, 5.94 g, 19.93 mmol) in dry THF (35 ml) was added drop wise LiAlH4 (1M in THF, 0.832 g, 21.92 mmol) at 0° C. under argon. The reaction mixture was stirred for 4 hours or until all the starting material is consumed, then quenched slowly with 0.1N HCl at 0° C., and EtOAc (20 ml) was added to the reaction mixture. The reaction mixture was filtered and precipitate was washed with EtOAc (25 ml×2). The combined organic layer was...